This data is from the Open Reaction Database (ORD), a public repository of structured organic reaction records. The task is: describe an organic reaction: reactants, conditions, products, and yield Run at temperature 0 celsius, time 10 minute. The solvent is O (H2O). Reaction SMILES: [C:1]([O:5][C:6]([N:8]1[CH2:13][CH2:12][CH:11]([CH2:14][C:15]([OH:17])=[O:16])[CH2:10][CH2:9]1)=[O:7])([CH3:4])([CH3:3])[CH3:2].C([O-])(O)=O.[Na+].[CH2:23](Cl)[Cl:24]>O>[Cl:24][CH2:23][O:16][C:15](=[O:17])[CH2:14][CH:11]1[CH2:12][CH2:13][N:8]([C:6]([O:5][C:1]([CH3:4])([CH3:2])[CH3:3])=[O:7])[CH2:9][CH2:10]1 |f:1.2|. The yield is 69.1%. The product is ClCOC(CC1CCN(CC1)C(=O)OC(C)(C)C)=O (tert-butyl 4-(2-(chloromethoxy)-2-oxoethyl)piperidine-1-carboxylate). Reported procedure: To a solution of 2-(1-(tert-butoxycarbonyl)piperidin-4-yl)acetic acid (1 g, 4.1 mmol) in DCM (25 mL) and H2O (25 mL) were added NaHCO3 (1.38 g, 16.4 mmol) and TBAHSO4 (0.14 g, 0.41 mmol). The reaction was stirred at 0° C. for 10 min, followed by the addition of a solution of chloromethyl sulfochloridate (499 μL, 5.5 mmol) in DCM (5 mL). The mixture was stirred at rt for 20 h, then washed with brine (25 mL). The organic phase was dried over anhydrous Na2SO4 and concentrated in vacuo. The residue ... The reactants are C(Cl)Cl (DCM), C(C)(C)(C)OC(=O)N1CCC(CC1)CC(=O)O (2-(1-(tert-butoxycarbonyl)piperidin-4-yl)acetic acid), C(=O)(O)[O-].[Na+] (NaHCO3), C(Cl)Cl (DCM).